Dataset: the Open Reaction Database (ORD), a public repository of structured organic reaction records. Task: describe an organic reaction: reactants, conditions, products, and yield Starting materials: Cl.C(C)(=O)OCC (Hydrochloric acid ethyl acetate), CN(CCCNC(=O)OCC1CC=CCC1N(C=O)CCCCCCCCCCCCCCCCCC)C ([6-[[N-[3-(dimethylamino)propyl]carbamoyloxy]methyl]-3-cyclohexenyl]-N-octadecylformamide). Run in C(C)(=O)OCC (ethyl acetate), C(C)O (ethanol). Conditions: time 10 minute. Product: Cl.CN(CCCNC(=O)OCC1CC=CCC1N(C=O)CCCCCCCCCCCCCCCCCC)C ([6-[[N-[3-(Dimethylamino)propyl]carbamoyloxy]methyl]-3-cyclohexenyl]-N-octadecylformamide hydrochloride). Reaction SMILES: [ClH:1].C(OCC)(=O)C.[CH3:8][N:9]([CH3:45])[CH2:10][CH2:11][CH2:12][NH:13][C:14]([O:16][CH2:17][CH:18]1[CH:23]([N:24]([CH2:27][CH2:28][CH2:29][CH2:30][CH2:31][CH2:32][CH2:33][CH2:34][CH2:35][CH2:36][CH2:37][CH2:38][CH2:39][CH2:40][CH2:41][CH2:42][CH2:43][CH3:44])[CH:25]=[O:26])[CH2:22][CH:21]=[CH:20][CH2:19]1)=[O:15]>C(OCC)(=O)C.C(O)C>[ClH:1].[CH3:45][N:9]([CH3:8])[CH2:10][CH2:11][CH2:12][NH:13][C:14]([O:16][CH2:17][CH:18]1[CH:23]([N:24]([CH2:27][CH2:28][CH2:29][CH2:30][CH2:31][CH2:32][CH2:33][CH2:34][CH2:35][CH2:36][CH2:37][CH2:38][CH2:39][CH2:40][CH2:41][CH2:42][CH2:43][CH3:44])[CH:25]=[O:26])[CH2:22][CH:21]=[CH:20][CH2:19]1)=[O:15] |f:0.1,5.6|. Procedure: 4N Hydrochloric acid/ethyl acetate solution (0.19 ml) was added to a solution of [6-[[N-[3-(dimethylamino)propyl]carbamoyloxy]methyl]-3-cyclohexenyl]-N-octadecylformamide (0.20 g) in ethyl acetate (4 ml) while being cooled with ice and then stirred for 10 minutes. The deposited crystals were dissolved in ethanol and concentrated. The residue was crystallized with ethyl acetate, thereby yielding the entitled compound (0.21 g) as white crystals. The reactants are C1(=CC=CC=C1)P(C1=C(C2=CC=CC=C2C=C1)C1=C(C=CC2=CC=CC=C12)P(C1=CC=CC=C1)C1=CC=CC=C1)C1=CC=CC=C1 (2,2′-bis(diphenylphosphino)-1,1′-binaphthyl), C([O-])([O-])=O.[Cs+].[Cs+] (cesium carbonate), C1(=CC=CC=C1)S(=O)(=O)C=1C=C(C=CC1)Br (3-Phenylsulfonylbromobenzene), C(C)(C)(C)OC(=O)N1CCNCC1 (1-(tert-butyloxycarbonyl)piperazine). Solvent: O1CCOCC1 (dioxane). Conditions: temperature 100 celsius. The product is C1(=CC=CC=C1)S(=O)(=O)C=1C=C(C=CC1)N1CCN(CC1)C(=O)OC(C)(C)C (1-(3-Phenylsulfonylphenyl)-4-tert-butyloxycarbonyl piperazine). Yield: 71.2%. As a reaction SMILES: C1(P(C2C=CC=CC=2)C2C=CC3C(=CC=CC=3)C=2C2C3C(=CC=CC=3)C=CC=2P(C2C=CC=CC=2)C2C=CC=CC=2)C=CC=CC=1.C(=O)([O-])[O-].[Cs+].[Cs+].[C:53]1([S:59]([C:62]2[CH:63]=[C:64](Br)[CH:65]=[CH:66][CH:67]=2)(=[O:61])=[O:60])[CH:58]=[CH:57][CH:56]=[CH:55][CH:54]=1.[C:69]([O:73][C:74]([N:76]1[CH2:81][CH2:80][NH:79][CH2:78][CH2:77]1)=[O:75])([CH3:72])([CH3:71])[CH3:70]>O1CCOCC1>[C:53]1([S:59]([C:62]2[CH:63]=[C:64]([N:79]3[CH2:78][CH2:77][N:76]([C:74]([O:73][C:69]([CH3:72])([CH3:71])[CH3:70])=[O:75])[CH2:81][CH2:80]3)[CH:65]=[CH:66][CH:67]=2)(=[O:61])=[O:60])[CH:58]=[CH:57][CH:56]=[CH:55][CH:54]=1 |f:1.2.3|. Procedure details: A solution of 2 2,2′-bis(diphenylphosphino)-1,1′-binaphthyl (BINAP) (62 mg, 0.1 mmol) and cesium carbonate (329 mg, 1.01 mmol) in dry dioxane (2 ml) were sonicated for 45 min, under argon. To this solution was added 3-phenylsulfonylbromobenzene (D2) (200 mg, 0.67 mmol) and 1-(tert-butyloxycarbonyl)piperazine (314 mg, 1.68 mmol) and the reaction heated at 100° C. for 18 h. The reaction mixture was evaporated in vacuo and the residue partitioned between water (50 ml) and dichloromethane (50 ml). T... Starting materials: C(C)=C1C2CC(=C(N2C1=O)C(=O)OCC1=CC=C(C=C1)[N+](=O)[O-])SCCNC(=O)OCC1=CC=C(C=C1)[N+](=O)[O-] (p-nitrobenzyl 6-ethylidene-3-[2-(p-nitrobenzyloxycarbonylamino)ethylthio]-7-oxo-1-azabicyclo[3.2.0]hept-2-ene-2-carboxylate), C1CCOC1 (THF). Reagents/catalysts: O=[Pt]=O (PtO2). Solvent: CCO (EtOH). Reaction conditions: time 2.5 hour. Yields the product C(C)C1C2CC(=C(N2C1=O)C(=O)O)SCCN (6-ethyl-3-(2-aminoethyl)thio-7-oxo-1-azabicyclo[3.2.0]hept-2-ene-2-carboxylic acid). As a reaction SMILES: [CH:1](=[C:3]1[C:9](=[O:10])[N:8]2[CH:4]1[CH2:5][C:6]([S:24][CH2:25][CH2:26][NH:27]C(OCC1C=CC([N+]([O-])=O)=CC=1)=O)=[C:7]2[C:11]([O:13]CC1C=CC([N+]([O-])=O)=CC=1)=[O:12])[CH3:2].C1COCC1>O=[Pt]=O.CCO>[CH2:1]([CH:3]1[C:9](=[O:10])[N:8]2[CH:4]1[CH2:5][C:6]([S:24][CH2:25][CH2:26][NH2:27])=[C:7]2[C:11]([OH:13])=[O:12])[CH3:2]. Procedure details: A mixture of p-nitrobenzyl 6-ethylidene-3-[2-(p-nitrobenzyloxycarbonylamino)ethylthio]-7-oxo-1-azabicyclo[3.2.0]hept-2-ene-2-carboxylate (37 mg), PtO2 (40 mg), THF (4 ml) and EtOH (2 ml) is hydrogenated at 50 psi and 25° C., for 2.5 hrs. The catalyst is filtered off and washed thoroughly with 0.1 M pH 7 phosphate buffer (5 ml). The combined filtrate and washings are concentrated in vacuo to remove most of the organic solvents. The aqueous residue is chromatographed on a column of Dowex-50×4 (Na ... The reactants are FC=1C=C(C=CC1[N+](=O)[O-])O (3-fluoro-4-nitrophenol), C(C)(=O)OC(C)=O (acetic anhydride), [H][H] (hydrogen), [H][H] (hydrogen). Reagents/catalysts: [Pt](=O)=O (platinum dioxide). Solvent: C(C)(=O)OCC (ethyl acetate). Conditions: time 6 hour. Product: C(C)(=O)NC1=C(C=C(C=C1)O)F (4-acetylamino-3-fluorophenol). Isolated yield 83.0%. As a reaction SMILES: [F:1][C:2]1[CH:3]=[C:4]([OH:11])[CH:5]=[CH:6][C:7]=1[N+:8]([O-])=O.[C:12](OC(=O)C)(=[O:14])[CH3:13].[H][H]>[Pt](=O)=O.C(OCC)(=O)C>[C:12]([NH:8][C:7]1[CH:6]=[CH:5][C:4]([OH:11])=[CH:3][C:2]=1[F:1])(=[O:14])[CH3:13]. Reported procedure: 5.0 Grams of 3-fluoro-4-nitrophenol, 3.57 g of acetic anhydride, 0.72 g of platinum dioxide and 50 ml of ethyl acetate were added to a reactor, and the atmosphere in the reactor was replaced by a hydrogen stream with stirring. Stirring was then continued at room temperature for 6 hours while introducing a hydrogen gas. Thereafter, the reaction solution was filtered off, and the filtrate was washed with two 50-ml portions of a 5% aqueous sodium hydrogencarbonate solution, dried and concentrated. ... Starting materials: CC#N, COc1ccccc1SCC(O)CO, ClC(c1ccccc1)(c1ccccc1)c1ccccc1, c1ccncc1. The product is COc1ccccc1SCC(O)COC(c1ccccc1)(c1ccccc1)c1ccccc1. RXN SMILES: [CH3:41][C:42]#[N:43].[OH:1][CH2:2][CH:3]([CH2:4][S:5][c:6]1[c:7]([O:12][CH3:13])[cH:8][cH:9][cH:10][cH:11]1)[OH:14].[c:21]1([C:27]([c:28]2[cH:29][cH:30][cH:31][cH:32][cH:33]2)([c:34]2[cH:35][cH:36][cH:37][cH:38][cH:39]2)[Cl:40])[cH:22][cH:23][cH:24][cH:25][cH:26]1.[cH:15]1[cH:16][cH:17][n:18][cH:19][cH:20]1>>[O:1]([CH2:2][CH:3]([CH2:4][S:5][c:6]1[c:7]([O:12][CH3:13])[cH:8][cH:9][cH:10][cH:11]1)[OH:14])[C:27]([c:21]1[cH:22][cH:23][cH:24][cH:25][cH:26]1)([c:28]1[cH:29][cH:30][cH:31][cH:32][cH:33]1)[c:34]1[cH:35][cH:36][cH:37][cH:38][cH:39]1. Reactants: CC(C)(C)OC(=O)NCCO, Cc1ccccc1, C1CCOC1, [N-]=[N+]=NP(=O)(c1ccccc1)c1ccccc1, c1ccc(P(c2ccccc2)c2ccccc2)cc1. The product is CC(C)(C)OC(=O)NCCN=[N+]=[N-]. Reaction SMILES: [C:1]([CH3:2])([CH3:3])([CH3:4])[O:5][C:6]([NH:7][CH2:8][CH2:9][OH:10])=[O:11].[CH3:48][c:49]1[cH:50][cH:51][cH:52][cH:53][cH:54]1.[O:55]1[CH2:56][CH2:57][CH2:58][CH2:59]1.[c:12]1([P:13]([c:14]2[cH:15][cH:16][cH:17][cH:18][cH:19]2)(=[O:20])[N:26]=[N+:27]=[N-:28])[cH:21][cH:22][cH:23][cH:24][cH:25]1.[c:29]1([P:30]([c:31]2[cH:32][cH:33][cH:34][cH:35][cH:36]2)[c:37]2[cH:38][cH:39][cH:40][cH:41][cH:42]2)[cH:43][cH:44][cH:45][cH:46][cH:47]1>>[C:1]([CH3:2])([CH3:3])([CH3:4])[O:5][C:6]([NH:7][CH2:8][CH2:9][N:26]=[N+:27]=[N-:28])=[O:11].